From a dataset of the Open Reaction Database (ORD), a public repository of structured organic reaction records. describe an organic reaction: reactants, conditions, products, and yield Starting materials: S1C(=NC2=NC=CC=C21)OC2=CC=C1C=C(NC1=C2)CO ([6-(thiazolo[4,5-b]pyridin-2-yloxy)-1H-indol-2-yl]-methanol). Reagents/catalysts: O=[Mn]=O (MnO2). Run in C(Cl)(Cl)Cl (CHCl3). Conditions: temperature 80 celsius. Yields the product S1C(=NC2=NC=CC=C21)OC2=CC=C1C=C(NC1=C2)C=O (6-(Thiazolo[4,5-b]pyridin-2-yloxy)-1H-indole-2-carbaldehyde). The yield is 15.7%. RXN SMILES: [S:1]1[C:9]2[C:4](=[N:5][CH:6]=[CH:7][CH:8]=2)[N:3]=[C:2]1[O:10][C:11]1[CH:19]=[C:18]2[C:14]([CH:15]=[C:16]([CH2:20][OH:21])[NH:17]2)=[CH:13][CH:12]=1>C(Cl)(Cl)Cl.O=[Mn]=O>[S:1]1[C:9]2[C:4](=[N:5][CH:6]=[CH:7][CH:8]=2)[N:3]=[C:2]1[O:10][C:11]1[CH:19]=[C:18]2[C:14]([CH:15]=[C:16]([CH:20]=[O:21])[NH:17]2)=[CH:13][CH:12]=1. Procedure details: To a solution of [6-(thiazolo[4,5-b]pyridin-2-yloxy)-1H-indol-2-yl]-methanol (0.89 g, 3.0 mmol) in CHCl3 (30 mL) was added MnO2 (2.6 g, 30 mmol) and the reaction mixture was heated (80° C., 3 h). The reaction mixture was cooled (rt), filtered (Celite®) and washed with isopropanol:DCM (15%, 300 mL). The filtrate was dried, filtered and concentrated in vacuo. The resulting residue was purified by reverse phase HPLC to provide the title compound as a colorless solid (139 mg, 16%). MS (ESI): mass ca... Reactants: O=C([O-])[O-], CCN1C(=O)C(C)(C)C(=O)N(C)c2cc(OCCCI)ccc21, CCOC(C)=O, [K+], [K+], O=[N+]([O-])c1ccccc1S(=O)(=O)NCCc1cccnc1, CN(C)C=O, O. The product is CCN1C(=O)C(C)(C)C(=O)N(C)c2cc(OCCCN(CCc3cccnc3)S(=O)(=O)c3ccccc3[N+](=O)[O-])ccc21. RXN SMILES: [C:1](=[O:2])([O-:3])[O-:4].[CH2:33]([CH3:34])[N:35]1[c:36]2[c:37]([cH:47][c:48]([O:51][CH2:52][CH2:53][CH2:54][I:55])[cH:49][cH:50]2)[N:38]([CH3:46])[C:39](=[O:45])[C:40]([CH3:43])([CH3:44])[C:41]1=[O:42].[CH3:56][CH2:57][O:58][C:59](=[O:60])[CH3:61].[K+:5].[K+:6].[N+:12](=[O:13])([O-:14])[c:15]1[c:16]([S:21](=[O:22])(=[O:23])[NH:24][CH2:25][CH2:26][c:27]2[cH:28][n:29][cH:30][cH:31][cH:32]2)[cH:17][cH:18][cH:19][cH:20]1.[O:7]=[CH:8][N:9]([CH3:10])[CH3:11].[OH2:62]>>[N+:12](=[O:13])([O-:14])[c:15]1[c:16]([S:21](=[O:22])(=[O:23])[N:24]([CH2:25][CH2:26][c:27]2[cH:28][n:29][cH:30][cH:31][cH:32]2)[CH2:54][CH2:53][CH2:52][O:51][c:48]2[cH:47][c:37]3[c:36]([cH:50][cH:49]2)[N:35]([CH2:33][CH3:34])[C:41](=[O:42])[C:40]([CH3:43])([CH3:44])[C:39](=[O:45])[N:38]3[CH3:46])[cH:17][cH:18][cH:19][cH:20]1. Yields the product Cl.ClC1=C(OCCNC(C)C)C=C(C=C1)Cl (N-[2-(2,5-Dichlorophenoxy)ethyl]-1-methylethanamine Hydrochloride). Starting materials: BrCCC=1C(=C(C=C(C1)Cl)OC1=C(C(=CC(=C1)Cl)CCBr)Cl)Cl (2-bromoethyl-2,5-dichlorophenyl ether), C(C)(C)N (isopropyl amine). RXN SMILES: BrCCC1C(Cl)=[C:6]([O:11][C:12]2[CH:17]=[C:16]([Cl:18])[CH:15]=[C:14](CCBr)[C:13]=2[Cl:22])[CH:7]=C([Cl:10])C=1.[CH:24]([NH2:27])([CH3:26])[CH3:25]>>[ClH:10].[Cl:22][C:13]1[CH:14]=[CH:15][C:16]([Cl:18])=[CH:17][C:12]=1[O:11][CH2:6][CH2:7][NH:27][CH:24]([CH3:26])[CH3:25] |f:2.3|. Reported procedure: Following the procedure of Preparation 11, 2-bromoethyl-2,5-dichlorophenyl ether and isopropyl amine (excess) were reacted and the reaction mixture processed to give an oil, the free base of the title compound. A portion of the oil was reacted with ethereal hydrogen chloride to give the hydrochloride salt, m.p. 152°-155° C. in 63.3% yield. Reactants: Example 1 ( g ), OCC1=CC=C(C=C1)C1C(C2CCC(C1)N2C(=O)OC(C)(C)C)OCC2=CC1=CC=CC=C1C=C2 (tert-butyl (1RS,2RS,3RS,5SR)-3-(4-hydroxymethyl-phenyl)-2-(naphthalen-2-ylmethoxy)-8-aza-bicyclo[3.2.1]octane-8-carboxylate), C(C1=CC=CC=C1)Br (benzyl bromide). The product is C(C1=CC=CC=C1)OCC1=CC=C(C=C1)C1C(C2CCC(C1)N2C(=O)OC(C)(C)C)OCC2=CC1=CC=CC=C1C=C2 (tert-butyl (1RS,2RS,3RS,5SR)-3-(4-benzyloxymethyl-phenyl)-2-(naphthalen-2-ylmethoxy)-8-aza-bicyclo[3.2.1]octane-8-carboxylate). As a reaction SMILES: [OH:1][CH2:2][C:3]1[CH:8]=[CH:7][C:6]([CH:9]2[CH2:15][CH:14]3[N:16]([C:17]([O:19][C:20]([CH3:23])([CH3:22])[CH3:21])=[O:18])[CH:11]([CH2:12][CH2:13]3)[CH:10]2[O:24][CH2:25][C:26]2[CH:35]=[CH:34][C:33]3[C:28](=[CH:29][CH:30]=[CH:31][CH:32]=3)[CH:27]=2)=[CH:5][CH:4]=1.[CH2:36](Br)[C:37]1[CH:42]=[CH:41][CH:40]=[CH:39][CH:38]=1>>[CH2:36]([O:1][CH2:2][C:3]1[CH:8]=[CH:7][C:6]([CH:9]2[CH2:15][CH:14]3[N:16]([C:17]([O:19][C:20]([CH3:23])([CH3:22])[CH3:21])=[O:18])[CH:11]([CH2:12][CH2:13]3)[CH:10]2[O:24][CH2:25][C:26]2[CH:35]=[CH:34][C:33]3[C:28](=[CH:29][CH:30]=[CH:31][CH:32]=3)[CH:27]=2)=[CH:5][CH:4]=1)[C:37]1[CH:42]=[CH:41][CH:40]=[CH:39][CH:38]=1. Procedure: In an analogous manner to that described in Example 1 (g), by alkylating tert-butyl (1RS,2RS,3RS,5SR)-3-(4-hydroxymethyl-phenyl)-2-(naphthalen-2-ylmethoxy)-8-aza-bicyclo[3.2.1]octane-8-carboxylate [Example 86 (eee)] with benzyl bromide there was obtained tert-butyl (1RS,2RS,3RS,5SR)-3-(4-benzyloxymethyl-phenyl)-2-(naphthalen-2-ylmethoxy)-8-aza-bicyclo[3.2.1]octane-8-carboxylate, which was used as the crude product in the reaction for BOC cleavage. As a reaction SMILES: [CH3:27][N:28]1[CH2:29][CH2:30][NH:31][CH2:32][CH2:33]1.[CH3:39][OH:40].[Cl:1][CH2:2][c:3]1[nH:4][c:5]2[c:6]([c:7]([C:24]#[N:25])[n:8][c:9](-[c:11]3[cH:12][c:13]([C:20]([F:21])([F:22])[F:23])[c:14]([O:17][CH2:18][CH3:19])[cH:15][cH:16]3)[cH:10]2)[n:26]1.[O:34]=[CH:35][N:36]([CH3:37])[CH3:38]>>[CH2:2]([c:3]1[nH:4][c:5]2[c:6]([c:7]([C:24]#[N:25])[n:8][c:9](-[c:11]3[cH:12][c:13]([C:20]([F:21])([F:22])[F:23])[c:14]([O:17][CH2:18][CH3:19])[cH:15][cH:16]3)[cH:10]2)[n:26]1)[N:31]1[CH2:30][CH2:29][N:28]([CH3:27])[CH2:33][CH2:32]1. Reactants: CN1CCNCC1, CO, CCOc1ccc(-c2cc3[nH]c(CCl)nc3c(C#N)n2)cc1C(F)(F)F, CN(C)C=O. Product: CCOc1ccc(-c2cc3[nH]c(CN4CCN(C)CC4)nc3c(C#N)n2)cc1C(F)(F)F. The reactants are ClCCl, O=C(O)C(F)(F)F, CC(C)(C)OC(=O)N1CCC(C)(c2nc(-c3cccc(NS(=O)(=O)c4ccoc4)c3F)c(-c3ccnc(N)n3)s2)CC1. Yields the product CC1(c2nc(-c3cccc(NS(=O)(=O)c4ccoc4)c3F)c(-c3ccnc(N)n3)s2)CCNCC1. As a reaction SMILES: [Cl:50][CH2:51][Cl:52].[F:43][C:44]([F:45])([F:46])[C:47]([OH:48])=[O:49].[NH2:1][c:2]1[n:3][cH:4][cH:5][c:6](-[c:8]2[c:9](-[c:27]3[c:28]([F:42])[c:29]([NH:33][S:34](=[O:35])(=[O:36])[c:37]4[cH:38][o:39][cH:40][cH:41]4)[cH:30][cH:31][cH:32]3)[n:10][c:11]([C:13]3([CH3:26])[CH2:14][CH2:15][N:16]([C:19]([O:20][C:21]([CH3:22])([CH3:23])[CH3:24])=[O:25])[CH2:17][CH2:18]3)[s:12]2)[n:7]1>>[NH2:1][c:2]1[n:3][cH:4][cH:5][c:6](-[c:8]2[c:9](-[c:27]3[c:28]([F:42])[c:29]([NH:33][S:34](=[O:35])(=[O:36])[c:37]4[cH:38][o:39][cH:40][cH:41]4)[cH:30][cH:31][cH:32]3)[n:10][c:11]([C:13]3([CH3:26])[CH2:14][CH2:15][NH:16][CH2:17][CH2:18]3)[s:12]2)[n:7]1.